This data is from the Open Reaction Database (ORD), a public repository of structured organic reaction records. The task is: describe an organic reaction: reactants, conditions, products, and yield Starting materials: CC[SiH](CC)CC, ClCCl, O=C(O)C(F)(F)F, O=C1N(C(c2ccccc2)c2ccccc2)c2cc3c(cc2C1(O)c1cc2c(cc1O)OCC2)OCCO3. Yields the product O=C1C(c2cc3c(cc2O)OCC3)c2cc3c(cc2N1C(c1ccccc1)c1ccccc1)OCCO3. As a reaction SMILES: [CH2:39]([SiH:40]([CH2:41][CH3:42])[CH2:43][CH3:44])[CH3:45].[Cl:53][CH2:54][Cl:55].[OH:46][C:47]([C:48]([F:49])([F:50])[F:51])=[O:52].[c:1]1([CH:7]([N:8]2[C:9](=[O:32])[C:10]([c:21]3[c:22]([OH:30])[cH:23][c:24]4[c:25]([cH:29]3)[CH2:26][CH2:27][O:28]4)([OH:31])[c:11]3[cH:12][c:13]4[c:14]([cH:15][c:16]32)[O:17][CH2:18][CH2:19][O:20]4)[c:33]2[cH:34][cH:35][cH:36][cH:37][cH:38]2)[cH:2][cH:3][cH:4][cH:5][cH:6]1>>[c:1]1([CH:7]([N:8]2[C:9](=[O:32])[CH:10]([c:21]3[c:22]([OH:30])[cH:23][c:24]4[c:25]([cH:29]3)[CH2:26][CH2:27][O:28]4)[c:11]3[cH:12][c:13]4[c:14]([cH:15][c:16]32)[O:17][CH2:18][CH2:19][O:20]4)[c:33]2[cH:34][cH:35][cH:36][cH:37][cH:38]2)[cH:2][cH:3][cH:4][cH:5][cH:6]1.